From a dataset of the Open Reaction Database (ORD), a public repository of structured organic reaction records. describe an organic reaction: reactants, conditions, products, and yield Reactants: C1CCOC1, CCCN(C)C(=O)c1cc(C(=O)OC)cc(N(C)S(C)(=O)=O)c1, CCOC(C)=O, Cl, [Na+], [OH-]. The product is CCCN(C)C(=O)c1cc(C(=O)O)cc(N(C)S(C)(=O)=O)c1. As a reaction SMILES: [CH2:27]1[O:28][CH2:29][CH2:30][CH2:31]1.[CH3:1][O:2][C:3]([c:4]1[cH:5][c:6]([C:7](=[O:8])[N:9]([CH2:10][CH2:11][CH3:12])[CH3:13])[cH:14][c:15]([N:17]([CH3:18])[S:19](=[O:20])(=[O:21])[CH3:22])[cH:16]1)=[O:23].[CH3:32][CH2:33][O:34][C:35](=[O:36])[CH3:37].[ClH:26].[Na+:25].[OH-:24]>>[O:2]=[C:3]([c:4]1[cH:5][c:6]([C:7](=[O:8])[N:9]([CH2:10][CH2:11][CH3:12])[CH3:13])[cH:14][c:15]([N:17]([CH3:18])[S:19](=[O:20])(=[O:21])[CH3:22])[cH:16]1)[OH:23]. Reactants: N1=C(C=CC=C1)CCN1CCN(CC1)C1=CC=CC=2C=C(OC21)C(=O)[O-].[Li+] (lithium 7-(4-(2-(pyridin-2-yl)ethyl)piperazin-1-yl)benzofuran-2-carboxylate), Cl.FC1(CC(C1)N)F (3,3-difluorocyclobutanamine hydrochloride). Yields the product FC1(CC(C1)NC(=O)C=1OC2=C(C1)C=CC=C2N2CCN(CC2)CCC2=NC=CC=C2)F (N-(3,3-Difluorocyclobutyl)-7-(4-(2-(pyridin-2-yl)ethyl)piperazin-1-yl)benzofuran-2-carboxamide). Reaction SMILES: [N:1]1[CH:6]=[CH:5][CH:4]=[CH:3][C:2]=1[CH2:7][CH2:8][N:9]1[CH2:14][CH2:13][N:12]([C:15]2[C:23]3[O:22][C:21]([C:24]([O-:26])=O)=[CH:20][C:19]=3[CH:18]=[CH:17][CH:16]=2)[CH2:11][CH2:10]1.[Li+].Cl.[F:29][C:30]1([F:35])[CH2:33][CH:32]([NH2:34])[CH2:31]1>>[F:29][C:30]1([F:35])[CH2:33][CH:32]([NH:34][C:24]([C:21]2[O:22][C:23]3[C:15]([N:12]4[CH2:13][CH2:14][N:9]([CH2:8][CH2:7][C:2]5[CH:3]=[CH:4][CH:5]=[CH:6][N:1]=5)[CH2:10][CH2:11]4)=[CH:16][CH:17]=[CH:18][C:19]=3[CH:20]=2)=[O:26])[CH2:31]1 |f:0.1,2.3|. Reported procedure: The compound was prepared according to the procedure disclosed in Example 1 starting from lithium 7-(4-(2-(pyridin-2-yl)ethyl)piperazin-1-yl)benzofuran-2-carboxylate (80 mg, 0.21 mmol) and 3,3-difluorocyclobutanamine hydrochloride (48 mg, 0.34 mmol). Yield: 63 mg (64%).